Dataset: the Open Reaction Database (ORD), a public repository of structured organic reaction records. Task: describe an organic reaction: reactants, conditions, products, and yield Starting materials: CC1=CC=C(C=C1)S(=O)(=O)OC[C@@H]1COC2=C(O1)C=C(C(=C2)F)[N+](=O)[O-] ([(2S)-7-nitro-6-fluoro-2,3-dihydro-1,4-benzodioxin-2y]methyl 4-methylbenzenesulfonate), Cl (HCl), [H][H] (hydrogen). The reagents and catalysts are [Pd] (palladium on carbon). Solvent: C(C)(=O)OCC (ethyl acetate). Yields the product CC1=CC=C(C=C1)S(=O)(=O)OCC1COC2=C(O1)C=C(C(=C2)F)N ([7-Amino-6-fluoro-2,3-dihydro-1,4-benzodioxin-2y]methyl 4-Methylbenzenesulfonate), hydrochloride salt. Reaction SMILES: [CH3:1][C:2]1[CH:7]=[CH:6][C:5]([S:8]([O:11][CH2:12][C@H:13]2[O:18][C:17]3[CH:19]=[C:20]([N+:24]([O-])=O)[C:21]([F:23])=[CH:22][C:16]=3[O:15][CH2:14]2)(=[O:10])=[O:9])=[CH:4][CH:3]=1.Cl.[H][H]>C(OCC)(=O)C.[Pd]>[CH3:1][C:2]1[CH:7]=[CH:6][C:5]([S:8]([O:11][CH2:12][CH:13]2[O:18][C:17]3[CH:19]=[C:20]([NH2:24])[C:21]([F:23])=[CH:22][C:16]=3[O:15][CH2:14]2)(=[O:10])=[O:9])=[CH:4][CH:3]=1. Procedure: To a mixture of 3.52 g (9.17 mmole) of [(2S)-7-nitro-6-fluoro-2,3-dihydro-1,4-benzodioxin-2y]methyl 4-methylbenzenesulfonate and 2.5 mL of 4 N isopropanolic HCl in 200 mL of ethyl acetate was added 0.50 g of 10% palladium on carbon and the mixture treated with 50 psi of hydrogen on a Parr apparatus for 15 hours. The catalyst was then removed by filtration through celite and the filtrate concentrated in vacuum to give 3.04 g of the (R)-enantiomer of the title compound as beige solid hydrochloride... Reactants: C(C1=CC=CC=C1)OC1=CC=C(C[C@H]2C(OC(O2)(C)C)=O)C=C1 ((S)-5-(4-benzyloxy-benzyl)-2,2-dimethyl-[1,3]dioxolan-4-one). The reagents and catalysts are [Pd] (Pd/C). Run in CCOC(=O)C (EtOAc). Reaction conditions: time 3 hour. Product: OC1=CC=C(C[C@H]2C(OC(O2)(C)C)=O)C=C1 ((S)-5-(4-hydroxy-benzyl)-2,2-dimethyl-[1,3]dioxolane-4-one). Yield: 105.0%. RXN SMILES: C([O:8][C:9]1[CH:23]=[CH:22][C:12]([CH2:13][C@@H:14]2[O:18][C:17]([CH3:20])([CH3:19])[O:16][C:15]2=[O:21])=[CH:11][CH:10]=1)C1C=CC=CC=1>CCOC(C)=O.[Pd]>[OH:8][C:9]1[CH:23]=[CH:22][C:12]([CH2:13][C@@H:14]2[O:18][C:17]([CH3:20])([CH3:19])[O:16][C:15]2=[O:21])=[CH:11][CH:10]=1. Procedure: (S)-5-(4-benzyloxy-benzyl)-2,2-dimethyl-[1,3]dioxolan-4-one (1.0 g, 3.2 mmol) was combined with 10% Pd/C (0.75 g) in EtOAc (40 mL) and purged with N2 then H2 and then stirred under a hydrogen balloon for 3 hours. Sodium sulfate was added, and the mixture was filtered through Celite. The solvent was removed in vacuo to afford the title compound (0.747 g, 100%). 1H NMR (400 MHz, CDCl3) δ 7.11 (d, 2H, J=8.31 Hz), 6.76 (d, 2H, J=8.31 Hz), 4.93 (bs, 1H), 4.61 (dd, 1H, J=6.36 Hz, J=4.40 Hz), 3.11 (dd,...